Dataset: the Open Reaction Database (ORD), a public repository of structured organic reaction records. Task: describe an organic reaction: reactants, conditions, products, and yield Reactants: C(C)C1=CC=C(C=C1)C1CC(CN(C1)C(=O)N1CCC(CC1)C#N)C(=O)O (5-(4-Ethylphenyl)-1-[(4-cyanopiperidin-1-yl)carbonyl]piperidine-3-carboxylic acid), FC1=C(C(=CC=C1)F)C(N)=NO (2,6-difluoro-N′-hydroxybenzenecarboximidamide). Product: FC1=C(C(=CC=C1)F)C1=NOC(=N1)C1CN(CC(C1)C1=CC=C(C=C1)CC)C(=O)N1CCC(CC1)C#N (1-{[3-[3-(2,6-Difluorophenyl)-1,2,4-oxadiazol-5-yl]-5-(4-ethylphenyl)piperidin-1-yl]carbonyl}-piperidine-4-carbonitrile). As a reaction SMILES: [CH2:1]([C:3]1[CH:8]=[CH:7][C:6]([CH:9]2[CH2:14][N:13]([C:15]([N:17]3[CH2:22][CH2:21][CH:20]([C:23]#[N:24])[CH2:19][CH2:18]3)=[O:16])[CH2:12][CH:11]([C:25](O)=[O:26])[CH2:10]2)=[CH:5][CH:4]=1)[CH3:2].[F:28][C:29]1[CH:34]=[CH:33][CH:32]=[C:31]([F:35])[C:30]=1[C:36](=[N:38]O)[NH2:37]>>[F:28][C:29]1[CH:34]=[CH:33][CH:32]=[C:31]([F:35])[C:30]=1[C:36]1[N:38]=[C:25]([CH:11]2[CH2:10][CH:9]([C:6]3[CH:7]=[CH:8][C:3]([CH2:1][CH3:2])=[CH:4][CH:5]=3)[CH2:14][N:13]([C:15]([N:17]3[CH2:22][CH2:21][CH:20]([C:23]#[N:24])[CH2:19][CH2:18]3)=[O:16])[CH2:12]2)[O:26][N:37]=1. Reported procedure: 60 mg (0.16 mmol) of the compound from Example 60A and 42 mg (0.24 mmol) of 2,6-difluoro-N′-hydroxybenzenecarboximidamide were reacted according to the General Method 2. Yield: 53 mg (65% of theory)